This data is from the Open Reaction Database (ORD), a public repository of structured organic reaction records. The task is: describe an organic reaction: reactants, conditions, products, and yield Starting materials: C=1(C(=CC=CC1)C)C (xylene), CC(C)CCCC(C)CCCC(C)CCCC(C)(C=C)O (isophytol), CC(C)CCCC(C)CCCC(C)CCCC(C)(C=C)O (isophytol), FC(S(=O)(=O)[O-])(F)F.[Eu+3].FC(S(=O)(=O)[O-])(F)F.FC(S(=O)(=O)[O-])(F)F (europium trifluoromethanesulfonate), C(C)(=O)OCC (ethyl acetate). Run in C(Cl)Cl (methylene chloride). The product is CC1=C(C2=C(C(=C1O)C)CC[C@@](O2)(C)CCC[C@H](C)CCC[C@H](C)CCCC(C)C)C (α-Tocopherol). Isolated yield 84.0%. RXN SMILES: [C:1]1(C)[C:2](C)=[CH:3][CH:4]=[CH:5][CH:6]=1.FC(F)(F)S([O-])(=O)=O.[Eu+3].FC(F)(F)S([O-])(=O)=O.F[C:27](F)(F)S([O-])(=O)=O.[CH3:34][CH:35]([CH2:37][CH2:38][CH2:39][CH:40]([CH2:42][CH2:43][CH2:44][CH:45]([CH2:47][CH2:48][CH2:49][C:50]([OH:54])([CH:52]=[CH2:53])[CH3:51])[CH3:46])[CH3:41])[CH3:36].C([O:58][CH2:59][CH3:60])(=O)C>C(Cl)Cl>[CH3:27][C:60]1[C:59]([OH:58])=[C:5]([CH3:4])[C:6]2[CH2:53][CH2:52][C@:50]([CH2:49][CH2:48][CH2:47][C@@H:45]([CH2:44][CH2:43][CH2:42][C@@H:40]([CH2:39][CH2:38][CH2:37][CH:35]([CH3:34])[CH3:36])[CH3:41])[CH3:46])([CH3:51])[O:54][C:1]=2[C:2]=1[CH3:3] |f:1.2.3.4|. Procedure details: Suspended in 200 me of xylene were 20.0 g (131.6 mmol) of TMH and 15.8 g (26.3 mmol) of europium trifluoromethanesulfonate, followed by heating under reflux for 5 minutes under an argon gas stream. After a solution of 43.0 g (145.0 mmol) of isophytol in 200 ml of methylene chloride was added dropwise over 30 minutes under heating and reflux, TMH and isophytol were reacted for 3 hours. The reaction mixture was cooled, to which 1,000 ml of ethyl acetate were added. The resulting mixture was washed... The reactants are CCOC(=O)C1=CN(C(=O)c2ccc(F)cc2)CC(O)c2c1[nH]c1ccccc21, CCS, ClCCl, O=S(=O)(OS(=O)(=O)C(F)(F)F)C(F)(F)F, O. Product: CCOC(=O)C1=CN(C(=O)c2ccc(F)cc2)CC(SCC)c2c1[nH]c1ccccc21. RXN SMILES: [CH2:1]([CH3:2])[O:3][C:4](=[O:5])[C:6]1=[CH:7][N:8]([C:21]([c:22]2[cH:23][cH:24][c:25]([F:28])[cH:26][cH:27]2)=[O:29])[CH2:9][CH:10]([OH:20])[c:11]2[c:12]1[nH:13][c:14]1[cH:15][cH:16][cH:17][cH:18][c:19]21.[CH2:45]([CH3:46])[SH:47].[Cl:49][CH2:50][Cl:51].[F:30][C:31]([S:32]([O:33][S:34]([C:35]([F:36])([F:37])[F:38])(=[O:39])=[O:40])(=[O:41])=[O:42])([F:43])[F:44].[OH2:48]>>[CH2:1]([CH3:2])[O:3][C:4](=[O:5])[C:6]1=[CH:7][N:8]([C:21]([c:22]2[cH:23][cH:24][c:25]([F:28])[cH:26][cH:27]2)=[O:29])[CH2:9][CH:10]([S:47][CH2:45][CH3:46])[c:11]2[c:12]1[nH:13][c:14]1[cH:15][cH:16][cH:17][cH:18][c:19]21. Starting materials: Br, CCS(=O)(=O)Cl, CCOC(C)=O, NCC1Cc2ccc(-c3ccc(=O)[nH]n3)cc2C1, [Na+], [Na+], O=C([O-])[O-], C1CCOC1. Product: CCS(=O)(=O)NCC1Cc2ccc(-c3ccc(=O)[nH]n3)cc2C1. RXN SMILES: [BrH:7].[CH2:32]([CH3:33])[S:34](=[O:35])(=[O:36])[Cl:37].[CH3:1][CH2:2][O:3][C:4](=[O:5])[CH3:6].[NH2:8][CH2:9][CH:10]1[CH2:11][c:12]2[cH:13][cH:14][c:15](-[c:19]3[cH:20][cH:21][c:22](=[O:25])[nH:23][n:24]3)[cH:16][c:17]2[CH2:18]1.[Na+:26].[Na+:27].[O-:28][C:29](=[O:30])[O-:31].[O:38]1[CH2:39][CH2:40][CH2:41][CH2:42]1>>[NH:8]([CH2:9][CH:10]1[CH2:11][c:12]2[cH:13][cH:14][c:15](-[c:19]3[cH:20][cH:21][c:22](=[O:25])[nH:23][n:24]3)[cH:16][c:17]2[CH2:18]1)[S:34]([CH2:32][CH3:33])(=[O:35])=[O:36]. Starting materials: Clc1cccc(Br)c1, CCOCC, I, [Mg]. The product is [Br-], [Mg+]c1cccc(Cl)c1. Reaction SMILES: [Br:2][c:3]1[cH:4][c:5]([Cl:9])[cH:6][cH:7][cH:8]1.[CH2:11]([O:12][CH2:13][CH3:14])[CH3:15].[I:10].[Mg:1]>>[Br-:2].[Mg+:1][c:3]1[cH:4][c:5]([Cl:9])[cH:6][cH:7][cH:8]1. Starting materials: C(CCCCCCCCCCCCCCC)SCC(CN)N1N=C(N=N1)C (3-Hexadecylthio-2-(5-methyl-2H-tetrazol-2-yl)propylamine), ClCCCS(=O)(=O)NCC(CSCCCCCCCCCCCCCCCC)OC (3-(3-chloropropylsulfonylamino)-1-hexadecylthio-2-methoxypropane). Yields the product ClCCCS(=O)(=O)NCC(CSCCCCCCCCCCCCCCCC)N1N=C(N=N1)C (3-(3-chloropropylsulfonylamino)-1-hexadecylthio-2-(5-methyl-2H-tetrazol-2-yl)propane). RXN SMILES: [CH2:1]([S:17][CH2:18][CH:19]([N:22]1[N:26]=[N:25][C:24]([CH3:27])=[N:23]1)[CH2:20][NH2:21])[CH2:2][CH2:3][CH2:4][CH2:5][CH2:6][CH2:7][CH2:8][CH2:9][CH2:10][CH2:11][CH2:12][CH2:13][CH2:14][CH2:15][CH3:16].[Cl:28][CH2:29][CH2:30][CH2:31][S:32](NCC(OC)CSCCCCCCCCCCCCCCCC)(=[O:34])=[O:33]>>[Cl:28][CH2:29][CH2:30][CH2:31][S:32]([NH:21][CH2:20][CH:19]([N:22]1[N:26]=[N:25][C:24]([CH3:27])=[N:23]1)[CH2:18][S:17][CH2:1][CH2:2][CH2:3][CH2:4][CH2:5][CH2:6][CH2:7][CH2:8][CH2:9][CH2:10][CH2:11][CH2:12][CH2:13][CH2:14][CH2:15][CH3:16])(=[O:34])=[O:33]. Procedure details: 3-Hexadecylthio-2-(5-methyl-2H-tetrazol-2-yl)propylamine IVh1 is allowed to react and worked up by the same procedure as described in (4). The summary of the experimental condition and the physical data of the product are listed in Table 7. Reactants: COC1=C(C=CC=C1)O (2-methoxyphenol), [Cl-].[Al+3].[Cl-].[Cl-] (aluminum chloride), ClCC(=O)Cl (2-chloroacetyl chloride), ice, Cl (hydrochloric acid). The solvent is C(=S)=S (carbon disulfide). Yields the product ClCC(=O)C1=CC(=C(C=C1)O)OC (2-Chloro-1-(4-hydroxy-3-methoxyphenyl)ethanone). Yield: 64.0%. RXN SMILES: [CH3:1][O:2][C:3]1[CH:8]=[CH:7][CH:6]=[CH:5][C:4]=1[OH:9].[Cl-].[Al+3].[Cl-].[Cl-].[Cl:14][CH2:15][C:16](Cl)=[O:17].Cl>C(=S)=S>[Cl:14][CH2:15][C:16]([C:7]1[CH:6]=[CH:5][C:4]([OH:9])=[C:3]([O:2][CH3:1])[CH:8]=1)=[O:17] |f:1.2.3.4|. Procedure: To a cooled (ice bath) stirred solution of 130.3 g (1.05 mole) of 2-methoxyphenol in 750 mL of carbon disulfide was continuously added 306.6 g (2.3 mole) of anhydrous aluminum chloride portionwise. The stirred, cooled mixture was then treated dropwise with 80 mL (113 g, 1.0 mole) of 2-chloroacetyl chloride. After the addition was completed, the mixture was heated at reflux temperature for 20 hr, cooled, and poured into a mixture of 2 kg of crushed ice and 200 ml of concentrated hydrochloric acid...